From a dataset of the Open Reaction Database (ORD), a public repository of structured organic reaction records. describe an organic reaction: reactants, conditions, products, and yield Reactants: OC1=CC=C(C(=O)OC)C=C1 (methyl 4-hydroxybenzoate), [H][H] (hydrogen), [H][H] (hydrogen). Reagents/catalysts: [C].[Pd] (palladium-carbon). Run in C(C)(C)O (isoproyl alcohol). Yields the product COC(=O)C1CCC(=O)CC1 (cyclohexanone-4-carboxylic acid methyl ester). RXN SMILES: [OH:1][C:2]1[CH:11]=[CH:10][C:5]([C:6]([O:8][CH3:9])=[O:7])=[CH:4][CH:3]=1.[H][H]>[C].[Pd].C(O)(C)C>[CH3:9][O:8][C:6]([CH:5]1[CH2:10][CH2:11][C:2](=[O:1])[CH2:3][CH2:4]1)=[O:7] |f:2.3|. Reported procedure: One mole of methyl 4-hydroxybenzoate was reacted with two moles of hydrogen in the presence of 5% palladium-carbon catalyst. This reaction was carried out in isoproyl alcohol at a temperature of 170°-180° C. and a hydrogen pressure of 20-40 kg/cm2. After the reaction mixture was filtered to recover the catalyst therefrom, the filtrate was distilled to obtain cyclohexanone-4-carboxylic acid methyl ester as the distillate at 140° C./20 mmHg. The reactants are Cn1c(C(=O)O)nc(-c2ccc(Cl)cc2)c1-c1ccc(Cl)cc1, NC1CCCCC1. Yields the product Cn1c(C(=O)NC2CCCCC2)nc(-c2ccc(Cl)cc2)c1-c1ccc(Cl)cc1. Reaction SMILES: [Cl:8][c:9]1[cH:10][cH:11][c:12](-[c:15]2[n:16][c:17]([C:28](=[O:29])[OH:30])[n:18]([CH3:27])[c:19]2-[c:20]2[cH:21][cH:22][c:23]([Cl:26])[cH:24][cH:25]2)[cH:13][cH:14]1.[NH2:1][CH:2]1[CH2:3][CH2:4][CH2:5][CH2:6][CH2:7]1>>[NH:1]([CH:2]1[CH2:3][CH2:4][CH2:5][CH2:6][CH2:7]1)[C:28]([c:17]1[n:16][c:15](-[c:12]2[cH:11][cH:10][c:9]([Cl:8])[cH:14][cH:13]2)[c:19](-[c:20]2[cH:21][cH:22][c:23]([Cl:26])[cH:24][cH:25]2)[n:18]1[CH3:27])=[O:29]. Starting materials: C(C)(=O)OC1=C2C=CC(NC2=C(C=C1C(C1CO1)CO[Si](C)(C)C(C)(C)C)C)=O (5-Acetoxy-6-[1-(tert-butyldimethylsilyloxy)methyl-2,3-epoxypropyl]-8-methylcarbostyril), Cl (HCl). Run in O1C(CCC1)CO (tetrahydrofuran methanol), [OH-].[Na+] (NaOH). Reaction conditions: temperature 50 celsius, time 30 minute. Yields the product [Si](C)(C)(C(C)(C)C)OCC1C(OC2=C3C=CC(NC3=C(C=C21)C)=O)CO (3-(tert-Butyldimethylsilyloxy)methyl-2-hydroxymethyl-5-methyl-2,3,6,7-tetrahydrofuro-[2,3-f]quinoline-7-one). The yield is 93.0%. RXN SMILES: C([O:4][C:5]1[C:14]([CH:15]([CH2:19][O:20][Si:21]([C:24]([CH3:27])([CH3:26])[CH3:25])([CH3:23])[CH3:22])[CH:16]2[O:18][CH2:17]2)=[CH:13][C:12]([CH3:28])=[C:11]2[C:6]=1[CH:7]=[CH:8][C:9](=[O:29])[NH:10]2)(=O)C.Cl>O1CCCC1CO.[OH-].[Na+]>[Si:21]([O:20][CH2:19][CH:15]1[C:14]2[C:5](=[C:6]3[C:11](=[C:12]([CH3:28])[CH:13]=2)[NH:10][C:9](=[O:29])[CH:8]=[CH:7]3)[O:4][CH:16]1[CH2:17][OH:18])([C:24]([CH3:25])([CH3:27])[CH3:26])([CH3:23])[CH3:22] |f:3.4|. Procedure details: 5-Acetoxy-6-[1-(tert-butyldimethylsilyloxy)methyl-2,3-epoxypropyl]-8-methylcarbostyril (6.10 g, 14.6 mmol) was dissolved in a solvent mixture (150 ml) of tetrahydrofuran methanol (1:1), to which aqueous 1N-NaOH solution (25 ml) was added. The mixture was stirred at 50° C. for 30 minutes. Concentrated HCl was added to adjust the pH to about 5. Extraction was carried out using chloroform--water. The organic phase was dried over sodium sulfate and condensed under reduced pressure. The resultant res... Reported procedure: In 10 ml of tetrahydrofuran was suspended 1.3 g of zinc (powder), to which dibromoethane (2 drops) was added. The mixture was heated under reflux for 5 minutes, to which trimethylsilane chloride was added. The mixture was further heated under reflux for 5 minutes, to which a solution of 1.9 g of 2-methylbenzyl bromide dissolved in 20 ml of tetrahydrofuran was slowly added with heating under reflux, followed by stirring for 20 minutes. (The solution thus obtained is referred to as solution D). In... RXN SMILES: [Cl-].C[SiH](C)C.[CH3:6][C:7]1[CH:14]=[CH:13][CH:12]=[CH:11][C:8]=1[CH2:9]Br.[Cl:15][C:16]1[CH:21]=[C:20](Cl)[N:19]=[CH:18][N:17]=1.O>O1CCCC1.BrC(Br)C.[Zn]>[Cl:15][C:16]1[CH:21]=[C:20]([CH2:9][C:8]2[CH:11]=[CH:12][CH:13]=[CH:14][C:7]=2[CH3:6])[N:19]=[CH:18][N:17]=1 |f:0.1|. Reagents/catalysts: [Zn] (zinc), BrC(C)Br (dibromoethane). Yield: 25.0%. Solvent: O1CCCC1 (tetrahydrofuran), O1CCCC1 (tetrahydrofuran), O1CCCC1 (tetrahydrofuran). Conditions: time 20 minute. Product: ClC1=NC=NC(=C1)CC1=C(C=CC=C1)C (4-chloro-6-(2-methylbenzyl)pyrimidine). Reactants: [Cl-].C[SiH](C)C (trimethylsilane chloride), ClC1=NC=NC(=C1)Cl (4,6-dichloropyrimidine), dichlorobistriphenylphosphine palladium, O (water), CC1=C(CBr)C=CC=C1 (2-methylbenzyl bromide), solution D, solution D. Starting materials: ClC=1C=C(C=CC1)S(=O)(=O)Cl (3-chlorobenzenesulphonyl chloride), NC=1C=CC(=NC1)CCCC(=O)O (4-(5-aminopyrid-2-yl)butanoic acid). Solvent: N1=CC=CC=C1 (pyridine), N1=CC=CC=C1 (pyridine). Conditions: time 8 hour. The product is ClC=1C=C(C=CC1)S(=O)(=O)NC=1C=CC(=NC1)CCCC(=O)O (4-[5-(3-Chlorobenzenesulphonamido)pyrid-2-yl]butanoic acid). Isolated yield 65.6%. Reaction SMILES: [Cl:1][C:2]1[CH:3]=[C:4]([S:8](Cl)(=[O:10])=[O:9])[CH:5]=[CH:6][CH:7]=1.[NH2:12][C:13]1[CH:14]=[CH:15][C:16]([CH2:19][CH2:20][CH2:21][C:22]([OH:24])=[O:23])=[N:17][CH:18]=1>N1C=CC=CC=1>[Cl:1][C:2]1[CH:3]=[C:4]([S:8]([NH:12][C:13]2[CH:14]=[CH:15][C:16]([CH2:19][CH2:20][CH2:21][C:22]([OH:24])=[O:23])=[N:17][CH:18]=2)(=[O:10])=[O:9])[CH:5]=[CH:6][CH:7]=1. Procedure details: A solution of 3-chlorobenzenesulphonyl chloride (1.17 g), dissolved in 5 ml pyridine, was added dropwise to a solution of 4-(5-aminopyrid-2-yl)butanoic acid (1 g) in pyridine (10 ml). The resulting solution was allowed to stand at room temperature overnight when the solvent was removed under reduced pressure. The residue was taken up in dilute sodium hydroxide solution (40 ml) and extracted with chloroform (4×50 ml) the chloroform extracts were discarded. The aqueous layer was adjusted to pH 4 w... Reactants: CCN(CC)CCCN, C1CCOC1, CCN(CC)CCCOc1ccc([N+](=O)[O-])c(F)c1. Yields the product CCN(CC)CCCNc1cc(OCCCN(CC)CC)ccc1[N+](=O)[O-]. RXN SMILES: [CH2:20]([CH3:21])[N:22]([CH2:23][CH2:24][CH2:25][NH2:26])[CH2:27][CH3:28].[CH2:29]1[O:30][CH2:31][CH2:32][CH2:33]1.[F:1][c:2]1[c:3]([N+:17](=[O:18])[O-:19])[cH:4][cH:5][c:6]([O:8][CH2:9][CH2:10][CH2:11][N:12]([CH2:13][CH3:14])[CH2:15][CH3:16])[cH:7]1>>[c:2]1([NH:26][CH2:25][CH2:24][CH2:23][N:22]([CH2:20][CH3:21])[CH2:27][CH3:28])[c:3]([N+:17](=[O:18])[O-:19])[cH:4][cH:5][c:6]([O:8][CH2:9][CH2:10][CH2:11][N:12]([CH2:13][CH3:14])[CH2:15][CH3:16])[cH:7]1.